Dataset: the Open Reaction Database (ORD), a public repository of structured organic reaction records. Task: describe an organic reaction: reactants, conditions, products, and yield Starting materials: ON=C(C#N)C(C=CC1=CC=CC=C1)=O (2-Hydroxyimino-3-oxo-5-phenyl-pent-4-enenitrile), CS(=O)(=O)Cl (methanesulfonyl chloride). Solvent: C(C)N(CC)CC (triethylamine). The product is CS(=O)(=O)ON=C(C#N)C(C=CC1=CC=CC=C1)=O (2-Methylsulfonyloxyimino-3-oxo-5-phenyl-pent-4-enenitrile). As a reaction SMILES: [OH:1][N:2]=[C:3]([C:6](=[O:15])[CH:7]=[CH:8][C:9]1[CH:14]=[CH:13][CH:12]=[CH:11][CH:10]=1)[C:4]#[N:5].[CH3:16][S:17](Cl)(=[O:19])=[O:18]>C(N(CC)CC)C>[CH3:16][S:17]([O:1][N:2]=[C:3]([C:6](=[O:15])[CH:7]=[CH:8][C:9]1[CH:14]=[CH:13][CH:12]=[CH:11][CH:10]=1)[C:4]#[N:5])(=[O:19])=[O:18]. Procedure details: 2-Hydroxyimino-3-oxo-5-phenyl-pent-4-enenitrile (4.0 g; 0.02 mol) is treated with methanesulfonyl chloride and triethylamine as described in example 3.4. The crude brown product is recrystallized from 40 ml of ethanol. 2-Methylsulfonyloxyimino-3-oxo-5-phenyl-pent-4-enenitrile (2.2 g; %) is obtained as a light ochre solid (mp 163-165° C.). The reactants are O=C1CCN(CC1)C(=O)OC(C)(C)C (tert-butyl 4-oxopiperidine-1-carboxylate), CC(C)([O-])C.[K+] (potassium tert-butoxide), [I-].C[S+](=O)(C)C (trimethyl sulfoxonium iodide). Solvent: C(CCC)O (BuOH). Reaction conditions: temperature 50 celsius, time 1 hour. The product is O1CC12CCN(CC2)C(=O)OC(C)(C)C (tert-butyl 1-oxa-6-azaspiro[2.5]octane-6-carboxylate). RXN SMILES: [O:1]=[C:2]1[CH2:7][CH2:6][N:5]([C:8]([O:10][C:11]([CH3:14])([CH3:13])[CH3:12])=[O:9])[CH2:4][CH2:3]1.[CH3:15]C(C)([O-])C.[K+].[I-].C[S+](C)(C)=O>C(O)CCC>[O:1]1[C:2]2([CH2:3][CH2:4][N:5]([C:8]([O:10][C:11]([CH3:14])([CH3:13])[CH3:12])=[O:9])[CH2:6][CH2:7]2)[CH2:15]1 |f:1.2,3.4|. Reported procedure: To a solution of tert-butyl 4-oxopiperidine-1-carboxylate (5 g, 25 mmol) in BuOH (20 mL) was added potassium tert-butoxide (4.125 g, 18.75 mmol). The mixture was stirred at 50° C. for 1 h. Then trimethyl sulfoxonium iodide (11 g, 50 mmol) was added to the mixture, and the resulting reaction mixture was stirred at 50° C. overnight. When TLC showed that s.m. was consumed, the mixture was cooled and filtered. The filtrate was concentrated to give the crude product which was used in the next step wi... The solvent is C1=CC=CC=C1 (benzene). Reactants: CC1=CC(=C(C(=O)OC)C=C1C)C=NC1=CC(=CC=C1)F (methyl 4,5-dimethyl-2-{[(3-fluorophenyl)imino]-methyl}benzoate), C(#N)[Si](C)(C)C (cyanotrimethylsilane). The reagents and catalysts are [Cl-].[Al+3].[Cl-].[Cl-] (aluminum chloride). Reported procedure: The product of above-mentioned (25-b) (0.45 g, 1.6 mmol), cyanotrimethylsilane (0.40 ml, 3.2 mmol) and aluminum chloride (13 mg) were stirred in anhydrous benzene (5.5 ml) at 25° C. for 20 hrs under an argon atmosphere. The reaction solution was concentrated under reduced pressure, and the residue was washed with petroleum ether to give 0.35 g of 5,6-dimethyl-2-(3-fluorophenyl)-3-cyano-isoindolin-1-one. [IUPAC name: 2-(3-fluorophenyl)-5,6-dimethyl-3-oxo-1-isoindolinecarbonitrile]. As a reaction SMILES: [CH3:1][C:2]1[C:11]([CH3:12])=[CH:10][C:5]([C:6]([O:8]C)=O)=[C:4]([CH:13]=[N:14][C:15]2[CH:20]=[CH:19][CH:18]=[C:17]([F:21])[CH:16]=2)[CH:3]=1.[C:22]([Si](C)(C)C)#[N:23]>C1C=CC=CC=1.[Cl-].[Al+3].[Cl-].[Cl-]>[CH3:1][C:2]1[CH:3]=[C:4]2[C:5](=[CH:10][C:11]=1[CH3:12])[C:6](=[O:8])[N:14]([C:15]1[CH:20]=[CH:19][CH:18]=[C:17]([F:21])[CH:16]=1)[CH:13]2[C:22]#[N:23] |f:3.4.5.6|. The product is CC=1C=C2C(N(C(C2=CC1C)=O)C1=CC(=CC=C1)F)C#N (5,6-dimethyl-2-(3-fluorophenyl)-3-cyano-isoindolin-1-one). Isolated yield 78.0%. The reactants are [BH4-].[Na+] (Sodium tetrahydroborate), ClC1=C(C=CC=C1)CCN(C(OC(C)(C)C)=O)CCCCC(=O)C1=CC2=C(N(C(N2C)=O)C)C=C1 (tert-butyl 2-(2-chlorophenyl)ethyl[5-(1,3-dimethyl-2-oxo-2,3-dihydro-1H-benzimidazol-5-yl)-5-oxopentyl]carbamate), [Cl-].[NH4+] (ammonium chloride). Solvent: CO (methanol). Run at time 2 hour. Yields the product ClC1=C(C=CC=C1)CCN(C(OC(C)(C)C)=O)CCCCC(O)C1=CC2=C(N(C(N2C)=O)C)C=C1 (tert-Butyl 2-(2-chlorophenyl)ethyl[5-(1,3-dimethyl-2-oxo-2,3-dihydro-1H-benzimidazol-5-yl)-5-hydroxypentyl]carbamate). As a reaction SMILES: [BH4-].[Na+].[Cl:3][C:4]1[CH:9]=[CH:8][CH:7]=[CH:6][C:5]=1[CH2:10][CH2:11][N:12]([CH2:20][CH2:21][CH2:22][CH2:23][C:24]([C:26]1[CH:37]=[CH:36][C:29]2[N:30]([CH3:35])[C:31](=[O:34])[N:32]([CH3:33])[C:28]=2[CH:27]=1)=[O:25])[C:13](=[O:19])[O:14][C:15]([CH3:18])([CH3:17])[CH3:16].[Cl-].[NH4+]>CO>[Cl:3][C:4]1[CH:9]=[CH:8][CH:7]=[CH:6][C:5]=1[CH2:10][CH2:11][N:12]([CH2:20][CH2:21][CH2:22][CH2:23][CH:24]([C:26]1[CH:37]=[CH:36][C:29]2[N:30]([CH3:35])[C:31](=[O:34])[N:32]([CH3:33])[C:28]=2[CH:27]=1)[OH:25])[C:13](=[O:19])[O:14][C:15]([CH3:18])([CH3:16])[CH3:17] |f:0.1,3.4|. Procedure details: 95 mg of Sodium tetrahydroborate was added to a solution of tert-butyl 2-(2-chlorophenyl)ethyl[5-(1,3-dimethyl-2-oxo-2,3-dihydro-1H-benzimidazol-5-yl)-5-oxopentyl]carbamate obtained in Reference Example 60 in methanol (10 ml) at room temperature. After stirring at room temperature for 2 hours, 20 ml of an aqueous saturated ammonium chloride solution was added. The liberated oil was extracted with chloroform (30 ml×2), dried over anhydrous magnesium sulfate, and the solvent was evaporated under r... The product is CC(C)CN1C2=NCCN2C(=O)C(N=O)=C1N. Reactants: CC(=O)O, O=N[O-], CC(C)CN1C(N)=CC(=O)N2CCN=C21, [Na+], O. As a reaction SMILES: [C:21]([OH:22])(=[O:23])[CH3:24].[N:17](=[O:18])[O-:19].[NH2:1][C:2]1=[CH:7][C:6](=[O:8])[N:5]2[C:4](=[N:11][CH2:10][CH2:9]2)[N:3]1[CH2:12][CH:13]([CH3:14])[CH3:15].[Na+:20].[OH2:16]>>[NH2:1][C:2]1=[C:7]([N:17]=[O:18])[C:6](=[O:8])[N:5]2[C:4](=[N:11][CH2:10][CH2:9]2)[N:3]1[CH2:12][CH:13]([CH3:14])[CH3:15]. The reactants are O=C([O-])[O-], CC(C)COC(=O)Cl, CC#N, O=C(O)CNC1CCCCC1, Cl, [K+], [K+], O. Yields the product CC(C)COC(=O)N(CC(=O)O)C1CCCCC1. As a reaction SMILES: [C:13](=[O:14])([O-:15])[O-:16].[CH2:19]([CH:20]([CH3:21])[CH3:22])[O:23][C:24](=[O:25])[Cl:26].[CH3:27][C:28]#[N:29].[CH:2]1([NH:8][CH2:9][C:10](=[O:11])[OH:12])[CH2:3][CH2:4][CH2:5][CH2:6][CH2:7]1.[ClH:1].[K+:17].[K+:18].[OH2:30]>>[CH:2]1([N:8]([CH2:9][C:10](=[O:11])[OH:12])[C:24]([O:23][CH2:19][CH:20]([CH3:21])[CH3:22])=[O:25])[CH2:3][CH2:4][CH2:5][CH2:6][CH2:7]1. As a reaction SMILES: [CH:1]1([c:4]2[cH:5][c:6]([CH:16]([C:17](=[O:18])[NH:19][c:20]3[n:21][cH:22][c:23]([O:26][CH2:27][C:28]([CH3:29])([CH3:30])[O:31][CH2:32][c:33]4[cH:34][cH:35][c:36]([O:37][CH3:38])[cH:39][cH:40]4)[n:24][cH:25]3)[CH2:41][CH:42]3[CH2:43][C:44](=[O:47])[CH2:45][CH2:46]3)[cH:7][cH:8][c:9]2[S:10](=[O:11])(=[O:12])[CH:13]2[CH2:14][CH2:15]2)[CH2:2][CH2:3]1.[Cl:48][C:49]1=[C:60]([Cl:61])[C:58](=[O:59])[C:55]([C:56]#[N:57])=[C:52]([C:53]#[N:54])[C:50]1=[O:51].[Cl:62][CH2:63][Cl:64].[OH2:65]>>[CH:1]1([c:4]2[cH:5][c:6]([CH:16]([C:17](=[O:18])[NH:19][c:20]3[n:21][cH:22][c:23]([O:26][CH2:27][C:28]([CH3:29])([CH3:30])[OH:31])[n:24][cH:25]3)[CH2:41][CH:42]3[CH2:43][C:44](=[O:47])[CH2:45][CH2:46]3)[cH:7][cH:8][c:9]2[S:10](=[O:11])(=[O:12])[CH:13]2[CH2:14][CH2:15]2)[CH2:2][CH2:3]1. The product is CC(C)(O)COc1cnc(NC(=O)C(CC2CCC(=O)C2)c2ccc(S(=O)(=O)C3CC3)c(C3CC3)c2)cn1. The reactants are COc1ccc(COC(C)(C)COc2cnc(NC(=O)C(CC3CCC(=O)C3)c3ccc(S(=O)(=O)C4CC4)c(C4CC4)c3)cn2)cc1, N#CC1=C(C#N)C(=O)C(Cl)=C(Cl)C1=O, ClCCl, O.